From a dataset of the Open Reaction Database (ORD), a public repository of structured organic reaction records. describe an organic reaction: reactants, conditions, products, and yield Reactants: CC=1NC=C(N1)C(=O)O (2-methyl-1H-imidazole-4-carboxylic acid), NC[C@H](C)N1N=C(C=C1)C1=CC(=C(C#N)C=C1)Cl ((S)-4-[1-(1-aminopropan-2-yl)-1H-pyrazol-3-yl]-2-chlorobenzonitrile). Product: ClC=1C=C(C=CC1C#N)C1=NN(C=C1)[C@H](CNC(=O)C=1N=C(NC1)C)C ((S)—N-{2-[3-(3-Chloro-4-cyanophenyl)-1H-pyrazol-1-yl]propyl}-2-methyl-1H-imidazole-4-carboxamide). As a reaction SMILES: [CH3:1][C:2]1[NH:3][CH:4]=[C:5]([C:7]([OH:9])=O)[N:6]=1.[NH2:10][CH2:11][C@@H:12]([N:14]1[CH:18]=[CH:17][C:16]([C:19]2[CH:26]=[CH:25][C:22]([C:23]#[N:24])=[C:21]([Cl:27])[CH:20]=2)=[N:15]1)[CH3:13]>>[Cl:27][C:21]1[CH:20]=[C:19]([C:16]2[CH:17]=[CH:18][N:14]([C@@H:12]([CH3:13])[CH2:11][NH:10][C:7]([C:5]3[N:6]=[C:2]([CH3:1])[NH:3][CH:4]=3)=[O:9])[N:15]=2)[CH:26]=[CH:25][C:22]=1[C:23]#[N:24]. Reported procedure: The title compound was prepared using the method of Example 247 starting from 2-methyl-1H-imidazole-4-carboxylic acid and (S)-4-[1-(1-aminopropan-2-yl)-1H-pyrazol-3-yl]-2-chlorobenzonitrile. The crude product was purified by triturating in DCM at RT. 1H NMR (400 MHz, DMSO-d6): 1.44 (3H, d), 2.27 (3H, s), 3.57 (1H, m), 3.67 (1H, m), 4.68 (1H, m), 6.96 (1H, d), 7.44 (1H, s), 7.89 (1H, d), 7.95-7.99 (3H, m), 8.12 (1H, s), 12.1 (1H, broad s).